This data is from the Open Reaction Database (ORD), a public repository of structured organic reaction records. The task is: describe an organic reaction: reactants, conditions, products, and yield The reactants are CC1=NN(C(=N1)C=1N=C2C3=CC=C(C=C3OCCN2C1)C=1C=NN(C1C1CNCCC1)C)C(C)C (4-[3-methyl-1-(propan-2-yl)-1H-1,2,4-triazol-5-yl]-12-[1-methyl-5-(piperidin-3-yl)-1H-pyrazol-4-yl]-9-oxa-3,6-diazatricyclo[8.4.0.02,6]tetradeca1 (14),2,4,10,12-pentaene), resultant mixture, O (Water), C(C)(C)N1N=C(N=C1C=1N=C2N(CCOC3=C2C=CC(=C3)C=3C=NN(C3C3CNCCC3)C)C1)C (2-(1-isopropyl-3-methyl-1H-1,2,4-triazol-5-yl)-9-(1-methyl-5-(piperidin-3-yl)-1H-pyrazol-4-yl)-5,6-dihydrobenzo[f]imidazo[1,2-d][1,4]oxazepine), [H-].[H-].[H-].[H-].[Li+].[Al+3] (LiAlH4), C1CCOC1 (THF). Yields the product C(C)(C)N1N=C(N=C1C=1N=C2N(CCOC3=C2C=CC(=C3)C=3C=NN(C3C3CN(CCC3)C)C)C1)C (2-(1-isopropyl-3-methyl-1H-1,2,4-triazol-5-yl)-9-(1-methyl-5-(1-methylpiperidin-3-yl)-1H-pyrazol-4-yl)-5,6-dihydrobenzo[f]imidazo[1,2-d][1,4]oxazepine). Yield: 79.0%. RXN SMILES: [CH3:1][C:2]1[N:6]=[C:5]([C:7]2[N:8]=[C:9]3[N:19]([CH:20]=2)[CH2:18][CH2:17][O:16][C:15]2[C:10]3=[CH:11][CH:12]=[C:13]([C:21]3[CH:22]=[N:23][N:24]([CH3:32])[C:25]=3[CH:26]3[CH2:31][CH2:30][CH2:29][NH:28][CH2:27]3)[CH:14]=2)[N:4]([CH:33]([CH3:35])[CH3:34])[N:3]=1.[H-].[H-].[H-].[H-].[Li+].[Al+3].O.[CH2:43]1COCC1>>[CH:33]([N:4]1[C:5]([C:7]2[N:8]=[C:9]3[C:10]4[CH:11]=[CH:12][C:13]([C:21]5[CH:22]=[N:23][N:24]([CH3:32])[C:25]=5[CH:26]5[CH2:31][CH2:30][CH2:29][N:28]([CH3:43])[CH2:27]5)=[CH:14][C:15]=4[O:16][CH2:17][CH2:18][N:19]3[CH:20]=2)=[N:6][C:2]([CH3:1])=[N:3]1)([CH3:35])[CH3:34] |f:1.2.3.4.5.6|. Procedure: To a solution of 4-[3-methyl-1-(propan-2-yl)-1H-1,2,4-triazol-5-yl]-12-[1-methyl-5-(piperidin-3-yl)-1H-pyrazol-4-yl]-9-oxa-3,6-diazatricyclo[8.4.0.02,6]tetradeca1 (14),2,4,10,12-pentaene, also named as 2-(1-isopropyl-3-methyl-1H-1,2,4-triazol-5-yl)-9-(1-methyl-5-(piperidin-3-yl)-1H-pyrazol-4-yl)-5,6-dihydrobenzo[f]imidazo[1,2-d][1,4]oxazepine (220 mg, 0.39 mmol) in dry THF (5.0 mL), was added LiAlH4 (59.3 mg, 1.56 mmol) in small portions at room temperature. The resultant mixture was heated to r... Starting materials: CN=C=O, Cc1ccccc1, c1ccc(Nc2ccccc2)cc1. Product: CNC(=O)N(c1ccccc1)c1ccccc1. RXN SMILES: [CH3:14][N:15]=[C:16]=[O:17].[CH3:18][c:19]1[cH:20][cH:21][cH:22][cH:23][cH:24]1.[NH:1]([c:2]1[cH:3][cH:4][cH:5][cH:6][cH:7]1)[c:8]1[cH:9][cH:10][cH:11][cH:12][cH:13]1>>[N:1]([c:2]1[cH:3][cH:4][cH:5][cH:6][cH:7]1)([c:8]1[cH:9][cH:10][cH:11][cH:12][cH:13]1)[C:16]([NH:15][CH3:14])=[O:17].